Dataset: the Open Reaction Database (ORD), a public repository of structured organic reaction records. Task: describe an organic reaction: reactants, conditions, products, and yield Reactants: CC1=C(C=O)C=C(C=C1)[N+](=O)[O-] (2-methyl-5-nitro-benzaldehyde), stannous chloride, C(C)(C)(C)NC(=O)C1CCNCC1 (piperidine-4-carboxylic acid tert-butylamide), C(C)(C)(C)NC(=O)C1CCN(CC1)CC1=C(C=CC(=C1)[N+](=O)[O-])C (1-(2-methyl-5-nitro-benzyl)-piperidine-4-carboxylic acid tert-butylamide). Product: C(C)(C)(C)NC(=O)C1CCN(CC1)CC1=C(C=CC(=C1)N)C (1-(5-Amino-2-methyl-benzyl)-piperidine-4-carboxylic acid tert-butylamide). As a reaction SMILES: CC1C=CC([N+]([O-])=O)=CC=1C=O.C(NC(C1CCNCC1)=O)(C)(C)C.[C:26]([NH:30][C:31]([CH:33]1[CH2:38][CH2:37][N:36]([CH2:39][C:40]2[CH:45]=[C:44]([N+:46]([O-])=O)[CH:43]=[CH:42][C:41]=2[CH3:49])[CH2:35][CH2:34]1)=[O:32])([CH3:29])([CH3:28])[CH3:27]>>[C:26]([NH:30][C:31]([CH:33]1[CH2:38][CH2:37][N:36]([CH2:39][C:40]2[CH:45]=[C:44]([NH2:46])[CH:43]=[CH:42][C:41]=2[CH3:49])[CH2:35][CH2:34]1)=[O:32])([CH3:29])([CH3:28])[CH3:27]. Reported procedure: The title compound is prepared according to the reactions described for BB-5 above starting from 2-methyl-5-nitro-benzaldehyde and piperidine-4-carboxylic acid tert-butylamide yielding after reductive amination 1-(2-methyl-5-nitro-benzyl)-piperidine-4-carboxylic acid tert-butylamide; LC-MS A: tR=0.62 min; [M+H]+=334.21 followed by reduction with stannous chloride the title compound; LC-MS A: tR=0.44 min; [M+H]+=304.28. The reactants are IC=1C=C(C=CC1)CCCCO (4-(3-Iodophenyl)butan-1-ol), C(C)(C)NC(C)C (diisopropylamine), CS(=O)(=O)Cl (methanesulfonyl chloride). Run in ClCCl (dichloromethane). Yields the product CS(=O)(=O)OCCCCC1=CC(=CC=C1)I (4-(3-Iodophenyl)butyl methanesulfonate). Reaction SMILES: [I:1][C:2]1[CH:3]=[C:4]([CH2:8][CH2:9][CH2:10][CH2:11][OH:12])[CH:5]=[CH:6][CH:7]=1.C(NC(C)C)(C)C.[CH3:20][S:21](Cl)(=[O:23])=[O:22]>ClCCl>[CH3:20][S:21]([O:12][CH2:11][CH2:10][CH2:9][CH2:8][C:4]1[CH:5]=[CH:6][CH:7]=[C:2]([I:1])[CH:3]=1)(=[O:23])=[O:22]. Reported procedure: 4-(3-Iodophenyl)butan-1-ol (1.7 g) was stirred with diisopropylamine (1.74 ml) and methanesulfonyl chloride (0.66 ml) in dichloromethane (50 ml) at 21° for 2 h. The solution was washed successively with sodium bicarbonate solution, water, water acidified with a few drops of 2M HCl and water, each time back extracting with dichloromethane. The combined organic layers were dried (MgSO4) and evaporated to give the title compound (2.23 g), tlc Rf=0.28 (1:3 ethyl acetate in cyclohexane) The reactants are O=C1N(C2=CC(=C(C=C2NC1=O)F)[N+](=O)[O-])CC(=O)OCC (ethyl 2-(2,3-dioxo-6-fluoro-7-nitro-1,2,3,4-tetrahydroquinoxalin-1-yl)acetate), N1C=NC=C1 (imidazole). Run in CN(C)C=O (DMF). Product: O=C1N(C2=CC(=C(C=C2NC1=O)N1C=NC=C1)[N+](=O)[O-])CC(=O)OCC (ethyl 2-[2,3-dioxo-6-(1H-imidazol-1-yl)-7-nitro-1,2,3,4-tetrahydroquinoxalin-1-yl]acetate). Isolated yield 96.1%. RXN SMILES: [O:1]=[C:2]1[C:11](=[O:12])[NH:10][C:9]2[C:4](=[CH:5][C:6]([N+:14]([O-:16])=[O:15])=[C:7](F)[CH:8]=2)[N:3]1[CH2:17][C:18]([O:20][CH2:21][CH3:22])=[O:19].[NH:23]1[CH:27]=[CH:26][N:25]=[CH:24]1>CN(C=O)C>[O:1]=[C:2]1[C:11](=[O:12])[NH:10][C:9]2[C:4](=[CH:5][C:6]([N+:14]([O-:16])=[O:15])=[C:7]([N:23]3[CH:27]=[CH:26][N:25]=[CH:24]3)[CH:8]=2)[N:3]1[CH2:17][C:18]([O:20][CH2:21][CH3:22])=[O:19]. Procedure details: By using 2.02 g of ethyl 2-(2,3-dioxo-6-fluoro-7-nitro-1,2,3,4-tetrahydroquinoxalin-1-yl)acetate, 1.33 g of imidazole and 15 ml of DMF, 2.24 g (96%) of ethyl 2-[2,3-dioxo-6-(1H-imidazol-1-yl)-7-nitro-1,2,3,4-tetrahydroquinoxalin-1-yl]acetate was obtained. Starting materials: C1(CCCCC1)CC1=CN=C(N1S(N(C)C)(=O)=O)[Si](C)(C)C(C)(C)C (5-cyclohexylmethyl-2-tert-butyldimethylsilyl-1-dimethylsulfamoyl imidazole), solution, [F-].C(CCC)[N+](CCCC)(CCCC)CCCC (tetra-n-butylammonium fluoride), C1(CCCCC1)CC1=CN=C(N1S(N(C)C)(=O)=O)[Si](C)(C)C(C)(C)C (5-cyclohexylmethyl-2-tert-butyldimethylsilyl-1-dimethylsulfamoyl imidazole), C1(CCCCC1)CC1=CN=CN1S(N(C)C)(=O)=O (5-cyclohexylmethyl-1-dimethylsulfamoyl imidazole). Reagents/catalysts: [O-2].[O-2].[Mn+4] (manganese dioxide). Run in C1CCOC1 (THF), ClCCl (dichloromethane), C1CCOC1 (THF). Conditions: temperature 0 celsius, time 8 hour. Product: CN(S(=O)(=O)N1C=NC=C1CC=1SC=CC1)C (5-(thiophen-2-ylmethyl)imidazole-1-sulfonic acid dimethylamide). Yield: 70.3%. Reaction SMILES: [CH:1]1([CH2:7][C:8]2[N:12]([S:13](=[O:18])(=[O:17])[N:14]([CH3:16])[CH3:15])[C:11]([Si](C(C)(C)C)(C)C)=[N:10][CH:9]=2)CC[CH2:4][CH2:3][CH2:2]1.[F-].C([N+](CCCC)(CCCC)CCCC)CCC.C1(CC2N([S:56](=O)(=O)N(C)C)C=NC=2)CCCCC1>C1COCC1.ClCCl.[O-2].[O-2].[Mn+4]>[CH3:15][N:14]([CH3:16])[S:13]([N:12]1[C:8]([CH2:7][C:1]2[S:56][CH:4]=[CH:3][CH:2]=2)=[CH:9][N:10]=[CH:11]1)(=[O:18])=[O:17] |f:1.2,6.7.8|. Procedure: 2-(Tert-butyldimethylsilyl)-1-(dimethylsulfamoyl)imidazole (1) (3.3 g, 11.4 mmol) is taken up in 38 mL of anhydrous THF and cooled to −78° C. n-BuLi (7.2 mL, 11.4 mmol) is added dropwise to the solution of (1). The resultant solution is stirred at −78° C. for 30 min. 2-Furfural (2) (0.94 mL, 11.4 mmol) is added to the reaction. The reaction is warmed to rt and stirred overnight. The next day the reaction is quenched with saturated ammonium chloride and diluted with ethyl acetate. The organic lay...